From a dataset of the Open Reaction Database (ORD), a public repository of structured organic reaction records. describe an organic reaction: reactants, conditions, products, and yield Reactants: FC(C(=O)O)(F)F (trifluoroacetic acid), (R)-6-(2-ethylamino-4-methoxyphenyl)-5,6,7,8-tetrahydronaphthalen-2-yl ester, C(C)(C)(C)OC(=O)N1CCC(CC1)OC1=CC=C(C=C1)C=O (4-(4-formylphenoxy)piperidine-1-carboxylic acid tert-butyl ester), N (ammonia), C(C)(C)(C)OC(=O)N1CCC(CC1)OC1=CC=C(C=C1)CNCCC1=C(C=CC(=C1)OC)[C@H]1CC2=CC=C(C=C2CC1)OC(C(C)(C)C)=O ((R)-4-{4-{{{2-[6-(2,2-dimethylpropionyloxy)-1,2,3,4-tetrahydronaphthalen-2-yl]-5-methoxyphenyl}ethylamino}methyl}phenoxy}piperidine-1-carboxylic acid tert-butyl ester). Solvent: ClCCl (dichloromethane). Reaction conditions: time 30 minute. Yields the product C(C)N(C1=C(C=CC(=C1)OC)[C@H]1CC=2C=CC(=CC2CC1)OC(C(C)(C)C)=O)CC1=CC=C(C=C1)OC1CCNCC1 (pivalic acid (R)-6-{2-{ethyl[4-(piperidin-4-yloxy)benzyl]amino}-4-methoxyphenyl}-5,6,7,8-tetrahydronaphthalen-2-yl ester). Reaction SMILES: C(OC([N:8]1[CH2:13][CH2:12][CH:11]([O:14][C:15]2[CH:20]=[CH:19][C:18]([CH:21]=O)=[CH:17][CH:16]=2)[CH2:10][CH2:9]1)=O)(C)(C)C.C(OC(N1CCC(OC2C=CC(CNCC[C:47]3[CH:52]=[C:51]([O:53][CH3:54])[CH:50]=[CH:49][C:48]=3[C@@H:55]3[CH2:64][CH2:63][C:62]4[C:57](=[CH:58][CH:59]=[C:60]([O:65][C:66](=[O:71])[C:67]([CH3:70])([CH3:69])[CH3:68])[CH:61]=4)[CH2:56]3)=CC=2)CC1)=O)(C)(C)C.F[C:73](F)(F)[C:74](O)=O.[NH3:79]>ClCCl>[CH2:73]([N:79]([CH2:21][C:18]1[CH:17]=[CH:16][C:15]([O:14][CH:11]2[CH2:10][CH2:9][NH:8][CH2:13][CH2:12]2)=[CH:20][CH:19]=1)[C:47]1[CH:52]=[C:51]([O:53][CH3:54])[CH:50]=[CH:49][C:48]=1[C@@H:55]1[CH2:64][CH2:63][C:62]2[CH:61]=[C:60]([O:65][C:66](=[O:71])[C:67]([CH3:68])([CH3:69])[CH3:70])[CH:59]=[CH:58][C:57]=2[CH2:56]1)[CH3:74]. Reported procedure: Synthesized from (R)-6-(2-ethylamino-4-methoxyphenyl)-5,6,7,8-tetrahydronaphthalen-2-yl ester (20 mg) and 4-(4-formylphenoxy)piperidine-1-carboxylic acid tert-butyl ester (72 mg) according to an analogous synthetic method to Example 212, to a solution of the resulting (R)-4-{4-{{{2-[6-(2,2-dimethylpropionyloxy)-1,2,3,4-tetrahydronaphthalen-2-yl]-5-methoxyphenyl}ethylamino}methyl}phenoxy}piperidine-1-carboxylic acid tert-butyl ester crude product in dichloromethane (0.5 ml) was added trifluoroace... Reactants: FC=1C=NC=CC1C=1OC2=C(N1)C=C(C=C2)C(F)(F)F (2-(3-fluoropyridin-4-yl)-5-(trifluoromethyl)benzoxazole), C1(=CC=CC=C1)O (phenol), C([O-])([O-])=O.[K+].[K+] (potassium carbonate), CN(C)C=O (DMF). Solvent: O (water). Conditions: time 1 hour. Product: O(C1=CC=CC=C1)C=1C=NC=CC1C=1OC2=C(N1)C=C(C=C2)C(F)(F)F (2-(3-phenoxypyridin-4-yl)-5-(trifluoromethyl)benzoxazole). The yield is 67.9%. Reaction SMILES: F[C:2]1[CH:3]=[N:4][CH:5]=[CH:6][C:7]=1[C:8]1[O:9][C:10]2[CH:16]=[CH:15][C:14]([C:17]([F:20])([F:19])[F:18])=[CH:13][C:11]=2[N:12]=1.[C:21]1([OH:27])[CH:26]=[CH:25][CH:24]=[CH:23][CH:22]=1.C(=O)([O-])[O-].[K+].[K+].CN(C=O)C>O>[O:27]([C:2]1[CH:3]=[N:4][CH:5]=[CH:6][C:7]=1[C:8]1[O:9][C:10]2[CH:16]=[CH:15][C:14]([C:17]([F:20])([F:19])[F:18])=[CH:13][C:11]=2[N:12]=1)[C:21]1[CH:26]=[CH:25][CH:24]=[CH:23][CH:22]=1 |f:2.3.4|. Reported procedure: A mixture of 0.28 g of 2-(3-fluoropyridin-4-yl)-5-(trifluoromethyl)benzoxazole, 0.15 g of phenol, 0.55 g of potassium carbonate and 2 ml of DMF was stirred at room temperature for one hour, and then stirred while heating at 50° C. for four hours. The reaction mixture was cooled to room temperature, and then water was added to the reaction mixture, followed by extraction with ethyl acetate twice. The combined organic layers were washed with a saturated sodium chloride solution, dried over anhydro... Starting materials: Clc1cc(Br)cnc1Cl, O=C([O-])[O-], Cn1nccc1O, CC#N, CCOC(C)=O, [Cs+], [Cs+], CN(C)C=O, O. The product is Cn1nccc1Oc1ncc(Br)cc1Cl. As a reaction SMILES: [Br:1][c:2]1[cH:3][c:4]([Cl:9])[c:5]([Cl:8])[n:6][cH:7]1.[C:17](=[O:18])([O-:19])[O-:20].[CH3:10][n:11]1[n:12][cH:13][cH:14][c:15]1[OH:16].[CH3:23][C:24]#[N:25].[CH3:31][CH2:32][O:33][C:34](=[O:35])[CH3:36].[Cs+:21].[Cs+:22].[O:26]=[CH:27][N:28]([CH3:29])[CH3:30].[OH2:37]>>[Br:1][c:2]1[cH:3][c:4]([Cl:9])[c:5]([O:16][c:15]2[n:11]([CH3:10])[n:12][cH:13][cH:14]2)[n:6][cH:7]1. Reactants: FC1=C(C=C(C=C1)F)CO ((2,5-difluoro-phenyl)-methanol), P(Br)(Br)Br (phosphorus tribromide), C([O-])(O)=O.[Na+] (sodium bicarbonate). Solvent: ClCCl (dichloromethane). Run at time 16 hour. Product: BrCC1=C(C=CC(=C1)F)F (2-Bromomethyl-1,4-difluoro-benzene). Yield: 50.3%. As a reaction SMILES: [F:1][C:2]1[CH:7]=[CH:6][C:5]([F:8])=[CH:4][C:3]=1[CH2:9]O.P(Br)(Br)[Br:12].C(=O)(O)[O-].[Na+]>ClCCl>[Br:12][CH2:9][C:3]1[CH:4]=[C:5]([F:8])[CH:6]=[CH:7][C:2]=1[F:1] |f:2.3|. Procedure: To a solution of (2,5-difluoro-phenyl)-methanol (4.8 g, 33.6 mmol) in dichloromethane (40 mL) was added drop wise phosphorus tribromide (94 g, 33.6 mmol). The mixture was stirred at room temperature for 16 h. The reaction was poured onto ice/water. The aqueous phase was made basic with sodium bicarbonate. The aqueous phase was extracted with dichloromethane. The organic phase was concentrated under reduced pressure. The residue was purified by silica gel chromatography eluting with (hexanes/ethy... Reactants: CC1=C(C=C(C=C1)OC)OC1=NC=C(C=C1)[N+](=O)[O-] (2-{[2-methyl-5-(methyloxy)phenyl]oxy}-5-nitropyridine), CC1=C(C=C(C=C1)OC)OC1=NC=C(C=C1)[N+](=O)[O-] (2-{[2-methyl-5-(methyloxy)phenyl]oxy}-5-nitropyridine). Yields the product CC1=C(C=C(C=C1)OC)OC1=CC=C(C=N1)N (6-{[2-methyl-5-(methyloxy)phenyl]oxy}-3-pyridinamine). Reaction SMILES: [CH3:1][C:2]1[CH:7]=[CH:6][C:5]([O:8][CH3:9])=[CH:4][C:3]=1[O:10][C:11]1[CH:16]=[CH:15][C:14]([N+:17]([O-])=O)=[CH:13][N:12]=1>C(O)C.[Pd]>[CH3:1][C:2]1[CH:7]=[CH:6][C:5]([O:8][CH3:9])=[CH:4][C:3]=1[O:10][C:11]1[N:12]=[CH:13][C:14]([NH2:17])=[CH:15][CH:16]=1. Conditions: time 8 hour. The solvent is C(C)O (ethanol). Procedure: To a solution of 2-{[2-methyl-5-(methyloxy)phenyl]oxy}-5-nitropyridine (Intermediate 53, 1.5 g) in ethanol (100 mL) was added Pd/C (5%, 200 mg) and the mixture was stirred at room temperature under H2 atmosphere overnight. The mixture was filtered through a pad of celite and the filtrate was evaporated to afford a yellow oil, which was purified by column chromatography on silica gel (mobile phase: EtOAc/PE=1/5-1/2). This afforded the title compound (850 mg). Reagents/catalysts: [Pd] (Pd/C). Isolated yield 64.0%. The reactants are NN, [Na+], [Ni], [OH-], O, [O-][n+]1cc(O)nc2ccccc21. The product is Oc1cnc2ccccc2n1. As a reaction SMILES: [NH2:2][NH2:3].[Na+:17].[Ni:18].[OH-:16].[OH2:1].[n:4]1[c:5]([OH:15])[cH:6][n+:7]([O-:14])[c:8]2[cH:9][cH:10][cH:11][cH:12][c:13]12>>[n:4]1[c:5]([OH:15])[cH:6][n:7][c:8]2[cH:9][cH:10][cH:11][cH:12][c:13]12. The reactants are ClCC=1N=C(OC1C)C1=CC=CC=C1 (4-chloromethyl-5-methyl-2-phenyl-oxazole), C([O-])([O-])=O.[Cs+].[Cs+] (cesium carbonate), [I-].[K+] (potassium iodide), COC([C@H](CC1=C(C=C(C=C1)O)C)OCC)=O ((2S)-2-ethoxy-3-(4-hydroxy-2-methyl-phenyl)-propionic acid methyl ester). Yields the product COC([C@H](CC1=C(C=C(C=C1)OCC=1N=C(OC1C)C1=CC=CC=C1)C)OCC)=O ((S)-2-ethoxy-3-[2-methyl-4-(5-methyl-2-phenyl-oxazol-4-ylmethoxy)-phenyl]-propionic acid methyl ester). Reaction SMILES: [CH3:1][O:2][C:3](=[O:17])[C@@H:4]([O:14][CH2:15][CH3:16])[CH2:5][C:6]1[CH:11]=[CH:10][C:9]([OH:12])=[CH:8][C:7]=1[CH3:13].Cl[CH2:19][C:20]1[N:21]=[C:22]([C:26]2[CH:31]=[CH:30][CH:29]=[CH:28][CH:27]=2)[O:23][C:24]=1[CH3:25].C(=O)([O-])[O-].[Cs+].[Cs+].[I-].[K+]>>[CH3:1][O:2][C:3](=[O:17])[C@@H:4]([O:14][CH2:15][CH3:16])[CH2:5][C:6]1[CH:11]=[CH:10][C:9]([O:12][CH2:19][C:20]2[N:21]=[C:22]([C:26]3[CH:31]=[CH:30][CH:29]=[CH:28][CH:27]=3)[O:23][C:24]=2[CH3:25])=[CH:8][C:7]=1[CH3:13] |f:2.3.4,5.6|. Reported procedure: In analogy to the procedure described in example 1 f], (2S)-2-ethoxy-3-(4-hydroxy-2-methyl-phenyl)-propionic acid methyl ester (example 1 d]) was reacted with 4-chloromethyl-5-methyl-2-phenyl-oxazole in the presence of cesium carbonate and potassium iodide to yield (S)-2-ethoxy-3-[2-methyl-4-(5-methyl-2-phenyl-oxazol-4-ylmethoxy)-phenyl]-propionic acid methyl ester as colorless liquid.